Dataset: the Open Reaction Database (ORD), a public repository of structured organic reaction records. Task: describe an organic reaction: reactants, conditions, products, and yield The reactants are [OH-].[K+] (potassium hydroxide), CCCC(=O)C(=O)O (2-oxo-n-valeric acid), C(C)(=O)C=1SC=CC1 (2-acetylthiophene). Run in O (water), C(C)O (ethanol). Run at time 48 hour. Yields the product OC(C(=O)O)(CC(C=1SC=CC1)=O)CCC (rac-α-hydroxy-α-propyl-γ-oxo-2-thiophenebutyric acid). The yield is 41.3%. As a reaction SMILES: [OH-].[K+].[CH3:3][CH2:4][CH2:5][C:6]([C:8]([OH:10])=[O:9])=[O:7].[C:11]([C:14]1[S:15][CH:16]=[CH:17][CH:18]=1)(=[O:13])[CH3:12]>O.C(O)C>[OH:7][C:6]([CH2:5][CH2:4][CH3:3])([CH2:12][C:11](=[O:13])[C:14]1[S:15][CH:16]=[CH:17][CH:18]=1)[C:8]([OH:10])=[O:9] |f:0.1|. Procedure: 11.2 g (200 mmol) of potassium hydroxide in 75 ml of water are added at 0° dropwise to a suspension of 11.6 g (100 mmol) of 2-oxo-n-valeric acid and 12.6 g (100 mmol) of 2-acetylthiophene in 75 ml of ethanol and the suspension is held at 0° for 48 hours. After evaporation of the ethanol the residue is made acidic with 25% hydrochloric acid and extracted three times with ethyl acetate. The combined ethyl acetate extracts are dried, filtered and evaporated. After chromatography on silica gel using...